Dataset: the Open Reaction Database (ORD), a public repository of structured organic reaction records. Task: describe an organic reaction: reactants, conditions, products, and yield Starting materials: BrC=1C=C(C(=C(C(=O)O)C1)C)[N+](=O)[O-] (5-bromo-2-methyl-3-nitrobenzoic acid), C([O-])([O-])=O.[Na+].[Na+] (sodium carbonate), CI (methyl iodide). The solvent is CN(C)C=O (DMF). Reaction conditions: temperature 60 celsius. Yields the product CC1=C(C(=CC(=C1)Br)[N+](=O)[O-])C (methyl 5-bromo-2-methyl-3-nitrobenzene). Yield: 119.0%. As a reaction SMILES: [Br:1][C:2]1[CH:3]=[C:4]([N+:12]([O-:14])=[O:13])[C:5]([CH3:11])=[C:6]([CH:10]=1)[C:7](O)=O.C(=O)([O-])[O-].[Na+].[Na+].CI>CN(C=O)C>[CH3:7][C:6]1[CH:10]=[C:2]([Br:1])[CH:3]=[C:4]([N+:12]([O-:14])=[O:13])[C:5]=1[CH3:11] |f:1.2.3|. Procedure details: To a stirred solution of 5-bromo-2-methyl-3-nitrobenzoic acid (287 g, 1103 mmol) in DMF (150 mL), sodium carbonate (468 g, 4415 mmol) and methyl iodide (626.63 g, 4415 mmol) were added. Resulting reaction mass was heated at 60° C. for 8 h. On completion, solid precipitated was filtered, residue washed with diethyl ether (5 times). Combined organic layers were dried, concentrated under reduced pressure giving the desired compound (302 g, 99%) which was used for further reaction. Starting materials: C(C1=CC=CO1)N (furfurylamine), S1C(=CC=C1)C=O (2-thiophenecarboxaldehyde), C(C)(=O)O[BH-](OC(C)=O)OC(C)=O.[Na+] (sodium triacetoxyborohydride). Run in ClCCl (dichloromethane). Run at time 5 minute. Product: O1C(=CC=C1)CNCC=1SC=CC1 (furan-2-ylmethyl-thiophen-2-ylmethylamine). As a reaction SMILES: [CH2:1]([NH2:7])[C:2]1[O:6][CH:5]=[CH:4][CH:3]=1.[S:8]1[CH:12]=[CH:11][CH:10]=[C:9]1[CH:13]=O.C(O[BH-](OC(=O)C)OC(=O)C)(=O)C.[Na+]>ClCCl>[O:6]1[CH:5]=[CH:4][CH:3]=[C:2]1[CH2:1][NH:7][CH2:13][C:9]1[S:8][CH:12]=[CH:11][CH:10]=1 |f:2.3|. Reported procedure: A mixture of furfurylamine (2.0 g, 0.0206 mol) and 2-thiophenecarboxaldehyde (2.31 g, 0.0206 mol) in dichloromethane (60 ml) was stirred at room temperature for 5 minutes before adding portionwise sodium triacetoxyborohydride (5.24 g, 0.0247 mol). After addition was complete (approx. 2 minutes), the reaction mixture was stirred at room temperature for 3 hours and washed with sat'd NaHCO3 (aq.), dried (MgSO4), filtered and concentrated. The product mixture was purified by flash chromatography (si... RXN SMILES: [C:40]([O:41][CH2:42][CH3:43])(=[O:44])[CH3:45].[CH3:23][O:24][c:25]1[cH:26][cH:27][c:28]([C:29](=[O:30])[Cl:31])[cH:32][cH:33]1.[CH3:34][CH2:35][CH2:36][CH2:37][CH2:38][CH3:39].[F:1][c:2]1[cH:3][cH:4][c:5]([CH:8]2[C:9]([CH3:21])([CH3:22])[O:10][c:11]3[c:12]2[c:13]([CH3:20])[c:14]([NH2:19])[c:15]([CH3:18])[c:16]3[CH3:17])[cH:6][cH:7]1>>[F:1][c:2]1[cH:3][cH:4][c:5]([CH:8]2[C:9]([CH3:21])([CH3:22])[O:10][c:11]3[c:12]2[c:13]([CH3:20])[c:14]([NH:19][C:29]([c:28]2[cH:27][cH:26][c:25]([O:24][CH3:23])[cH:33][cH:32]2)=[O:30])[c:15]([CH3:18])[c:16]3[CH3:17])[cH:6][cH:7]1. The reactants are CCOC(C)=O, COc1ccc(C(=O)Cl)cc1, CCCCCC, Cc1c(C)c2c(c(C)c1N)C(c1ccc(F)cc1)C(C)(C)O2. Product: COc1ccc(C(=O)Nc2c(C)c(C)c3c(c2C)C(c2ccc(F)cc2)C(C)(C)O3)cc1. Starting materials: CCOC(=O)CSCCC1CN=C(c2cc3cccc(N(C)S(=O)(=O)c4cccs4)c3[nH]2)S1, CO, Cl, [K+], C1CCOC1, [OH-], O. Product: CN(c1cccc2cc(C3=NCC(CCSCC(=O)O)S3)[nH]c12)S(=O)(=O)c1cccs1. RXN SMILES: [CH3:1][N:2]([c:3]1[cH:4][cH:5][cH:6][c:7]2[cH:8][c:9]([C:12]3=[N:16][CH2:15][CH:14]([CH2:17][CH2:18][S:19][CH2:20][C:21](=[O:22])[O:23][CH2:24][CH3:25])[S:13]3)[nH:10][c:11]12)[S:26](=[O:27])(=[O:28])[c:29]1[s:30][cH:31][cH:32][cH:33]1.[CH3:42][OH:43].[ClH:36].[K+:35].[O:37]1[CH2:38][CH2:39][CH2:40][CH2:41]1.[OH-:34].[OH2:44]>>[CH3:1][N:2]([c:3]1[cH:4][cH:5][cH:6][c:7]2[cH:8][c:9]([C:12]3=[N:16][CH2:15][CH:14]([CH2:17][CH2:18][S:19][CH2:20][C:21](=[O:22])[OH:23])[S:13]3)[nH:10][c:11]12)[S:26](=[O:27])(=[O:28])[c:29]1[s:30][cH:31][cH:32][cH:33]1. Starting materials: CO, COC(=O)C1(c2csc(C(C)C)c2)CCCCC1, [Na+], [OH-]. The product is CC(C)c1cc(C2(C(=O)O)CCCCC2)cs1. As a reaction SMILES: [CH3:21][OH:22].[CH3:3][O:4][C:5](=[O:6])[C:7]1([c:13]2[cH:14][s:15][c:16]([CH:18]([CH3:19])[CH3:20])[cH:17]2)[CH2:8][CH2:9][CH2:10][CH2:11][CH2:12]1.[Na+:2].[OH-:1]>>[O:4]=[C:5]([OH:6])[C:7]1([c:13]2[cH:14][s:15][c:16]([CH:18]([CH3:19])[CH3:20])[cH:17]2)[CH2:8][CH2:9][CH2:10][CH2:11][CH2:12]1.